Dataset: the Open Reaction Database (ORD), a public repository of structured organic reaction records. Task: describe an organic reaction: reactants, conditions, products, and yield The reactants are CCO, O=[N+]([O-])c1cc(OCC(F)(F)F)ccc1OCC(F)(F)F, [H][H]. Yields the product Nc1cc(OCC(F)(F)F)ccc1OCC(F)(F)F. As a reaction SMILES: [CH3:24][CH2:25][OH:26].[F:1][C:2]([CH2:3][O:4][c:5]1[c:6]([N+:17]([O-:18])=[O:19])[cH:7][c:8]([O:11][CH2:12][C:13]([F:14])([F:15])[F:16])[cH:9][cH:10]1)([F:20])[F:21].[H:22][H:23]>>[F:1][C:2]([CH2:3][O:4][c:5]1[c:6]([NH2:17])[cH:7][c:8]([O:11][CH2:12][C:13]([F:14])([F:15])[F:16])[cH:9][cH:10]1)([F:20])[F:21]. The reactants are BrC=1C(=C(C=C(C1C)Cl)C(C)=O)OC (1-(3-bromo-5-chloro-2-methoxy-4-methylphenyl)ethanone), CC1(OB(OC1(C)C)C=C)C (4,4,5,5-tetramethyl-2-vinyl-1,3,2-dioxaborolane), ClCCl (dichloromethane), C([O-])([O-])=O.[K+].[K+] (potassium carbonate). Reagents/catalysts: C1=CC=C(C=C1)P([C-]2C=CC=C2)C3=CC=CC=C3.C1=CC=C(C=C1)P([C-]2C=CC=C2)C3=CC=CC=C3.Cl[Pd]Cl.[Fe+2] ([1,1′-bis(diphenylphosphino)ferrocene]dichloropalladium(II)). The solvent is O1CCOCC1 (1,4-dioxane), O (water). Run at temperature 80 celsius. Product: ClC=1C(=C(C(=C(C1)C(C)=O)OC)C=C)C (1-(5-Chloro-2-methoxy-4-methyl-3-vinylphenyl)ethanone). RXN SMILES: Br[C:2]1[C:3]([O:13][CH3:14])=[C:4]([C:10](=[O:12])[CH3:11])[CH:5]=[C:6]([Cl:9])[C:7]=1[CH3:8].[CH3:15][C:16]1(C)C(C)(C)OB(C=C)O1.ClCCl.C(=O)([O-])[O-].[K+].[K+]>O1CCOCC1.C1C=CC(P(C2C=CC=CC=2)[C-]2C=CC=C2)=CC=1.C1C=CC(P(C2C=CC=CC=2)[C-]2C=CC=C2)=CC=1.Cl[Pd]Cl.[Fe+2].O>[Cl:9][C:6]1[C:7]([CH3:8])=[C:2]([CH:15]=[CH2:16])[C:3]([O:13][CH3:14])=[C:4]([C:10](=[O:12])[CH3:11])[CH:5]=1 |f:3.4.5,7.8.9.10|. Procedure: A mixture of 1-(3-bromo-5-chloro-2-methoxy-4-methylphenyl)ethanone (2.6 g, 9.5 mmol), 4,4,5,5-tetramethyl-2-vinyl-1,3,2-dioxaborolane (1.9 mL, 11 mmol), [1,1′-bis(diphenylphosphino)ferrocene]dichloropalladium(II), complex with dichloromethane (1:1) (400 mg, 0.5 mmol) and potassium carbonate (4.0 g, 29 mmol) in 1,4-dioxane (60 mL), and water (30 mL). The resulting mixture was heated at 80° C. for 3 hours. The mixture was cooled to room temperature and extracted with ethyl acetate. Purification on... Reactants: O=C(O)n1cccc1B(O)O, O=C1Nc2ccc(Br)cc2C12CCCCC2, [K+], [K+], O=C([O-])[O-], O. Yields the product O=C(O)n1cccc1-c1ccc2c(c1)C1(CCCCC1)C(=O)N2. RXN SMILES: [B:17]([OH:18])([OH:19])[c:20]1[n:21]([C:25](=[O:26])[OH:27])[cH:22][cH:23][cH:24]1.[Br:1][c:2]1[cH:3][c:4]2[c:5]([cH:6][cH:7]1)[NH:8][C:9](=[O:16])[C:10]21[CH2:11][CH2:12][CH2:13][CH2:14][CH2:15]1.[K+:28].[K+:29].[O-:30][C:31]([O-:32])=[O:33].[OH2:34]>>[c:2]1(-[c:20]2[n:21]([C:25](=[O:26])[OH:27])[cH:22][cH:23][cH:24]2)[cH:3][c:4]2[c:5]([cH:6][cH:7]1)[NH:8][C:9](=[O:16])[C:10]21[CH2:11][CH2:12][CH2:13][CH2:14][CH2:15]1. Reactants: P(=O)(Cl)(Cl)Cl (Phosphoryl Chloride), Cl.CC=1C=C(C=C(C1OCC1=C(C=CC=C1)[N+](=O)[O-])C)C(C[NH+]=C(N)N)O (2-{3,5-dimethyl-4-[(2-nitrobenzyl)oxy]phenyl-2-hydroxyethyl)guanidinium HCl). Solvent: CN(C)C=O (DMF), CCOCC (Et2O). Conditions: time 24 hour. The product is Cl.ClC(CNC(=[NH2+])N)C1=CC(=C(C(=C1)C)OCC1=C(C=CC=C1)[N+](=O)[O-])C (N-(2-Chloro-{3,5-dimethyl-4-[(2-nitrobenzyl)oxy]phenyl}ethyl)guanidinium HCl). The yield is 75.3%. Reaction SMILES: P(Cl)(Cl)([Cl:3])=O.[ClH:6].[CH3:7][C:8]1[CH:9]=[C:10]([CH:26](O)[CH2:27][NH+:28]=[C:29]([NH2:31])[NH2:30])[CH:11]=[C:12]([CH3:25])[C:13]=1[O:14][CH2:15][C:16]1[CH:21]=[CH:20][CH:19]=[CH:18][C:17]=1[N+:22]([O-:24])=[O:23]>CN(C=O)C.CCOCC>[ClH:3].[Cl:6][CH:26]([C:10]1[CH:9]=[C:8]([CH3:7])[C:13]([O:14][CH2:15][C:16]2[CH:21]=[CH:20][CH:19]=[CH:18][C:17]=2[N+:22]([O-:24])=[O:23])=[C:12]([CH3:25])[CH:11]=1)[CH2:27][NH:28][C:29]([NH2:31])=[NH2+:30] |f:1.2,5.6|. Procedure details: Phosphoryl Chloride (3.3 mL,3.54 mmol) was added to a solution of 14 (40.2 mg, 0.10 mmol) in DMF (1 ml). Following stirring under N2 for 24 hrs, the cmde product was isolated by diluting with Et2O. The product was then purified by recrystillization from CHCl3Et2O/EtOH. Giving pure compound 15 (31.2 mg, 74%) as an off-white solid: 1H NMR (270 MHz, MeCN d3) δ8.14(d, 1H, I=8.2 Hz, ArNO2), 8.07(d, J=8.2 Hz, 1H, ArNO2), 7.81 (t, J=8.2 Hz, 1H, ArNO2), 7.59(t, J=8.2 Hz, 1H, ArNO2), 7.49(t, J=5.2 Hz, 1H... The reactants are O (water), [Br-].BrC=1C=CC(=C(C[P+](C2=CC=CC=C2)(C2=CC=CC=C2)C2=CC=CC=C2)C1)OCC(=O)C1=CC=C(C=C1)C ([5-bromo-2-[2-(4-methylphenyl)-2-oxoethoxy]benzyl](triphenyl)phosphonium bromide), solution, [O-]CC.[Na+] (sodium ethoxide). Solvent: C(C)O (ethanol), C(C)O (ethanol). Reaction conditions: time 24 hour. Yields the product BrC=1C=CC2=C(C=C(CO2)C2=CC=C(C=C2)C)C1 (6-bromo-3-(4-methylphenyl)-2H-1-benzopyran). The yield is 85.6%. Reaction SMILES: [Br-].[Br:2][C:3]1[CH:4]=[CH:5][C:6]([O:29][CH2:30][C:31]([C:33]2[CH:38]=[CH:37][C:36]([CH3:39])=[CH:35][CH:34]=2)=O)=[C:7]([CH:28]=1)[CH2:8][P+](C1C=CC=CC=1)(C1C=CC=CC=1)C1C=CC=CC=1.[O-]CC.[Na+].O>C(O)C>[Br:2][C:3]1[CH:4]=[CH:5][C:6]2[O:29][CH2:30][C:31]([C:33]3[CH:34]=[CH:35][C:36]([CH3:39])=[CH:37][CH:38]=3)=[CH:8][C:7]=2[CH:28]=1 |f:0.1,2.3|. Procedure details: Into a suspension of [5-bromo-2-[2-(4-methylphenyl)-2-oxoethoxy]benzyl](triphenyl)phosphonium bromide (5.53 g) in ethanol (20 ml) was added at room temperature a 20% solution of sodium ethoxide in ethanol (2.85 g), and the resulting mixture was stirred for 24 hours. After addition of water (15 ml) to the reaction mixture, a solid material was collected by filtration and was washed with water. The solid material were purified by recrystallization (ethanol) to obtain 6-bromo-3-(4-methylphenyl)-2H-... Reaction SMILES: [C:1](=[O:2])([n:3]1[cH:4][cH:5][n:6][cH:7]1)[n:8]1[cH:9][cH:10][n:11][cH:12]1.[CH2:13]([CH3:14])[N:15]([CH2:16][CH:17]([CH3:18])[NH2:19])[CH2:20][CH3:21].[O:37]1[CH2:38][CH2:39][CH2:40][CH2:41]1.[c:22]1([S:28](=[O:29])(=[O:30])[CH2:31][CH2:32][NH:33][CH:34]([CH3:35])[CH3:36])[cH:23][cH:24][cH:25][cH:26][cH:27]1>>[C:1](=[O:2])([NH:19][CH:17]([CH2:16][N:15]([CH2:13][CH3:14])[CH2:20][CH3:21])[CH3:18])[N:33]([CH2:32][CH2:31][S:28]([c:22]1[cH:23][cH:24][cH:25][cH:26][cH:27]1)(=[O:29])=[O:30])[CH:34]([CH3:35])[CH3:36]. The reactants are O=C(n1ccnc1)n1ccnc1, CCN(CC)CC(C)N, C1CCOC1, CC(C)NCCS(=O)(=O)c1ccccc1. Yields the product CCN(CC)CC(C)NC(=O)N(CCS(=O)(=O)c1ccccc1)C(C)C. The reactants are CN(C)C=O, C(=NC1CCCCC1)=NC1CCCCC1, ClC(Cl)Cl, O=C(O)Cc1ccccc1Nc1c(Cl)cccc1Cl, Oc1cccc2[nH]nnc12, NC(=O)c1ccc(O)cc1. Product: NC(=O)c1ccc(OC(=O)Cc2ccccc2Nc2c(Cl)cccc2Cl)cc1. RXN SMILES: [CH3:55][N:56]([CH3:57])[CH:58]=[O:59].[CH:30]1([N:31]=[C:32]=[N:33][CH:34]2[CH2:35][CH2:36][CH2:37][CH2:38][CH2:39]2)[CH2:40][CH2:41][CH2:42][CH2:43][CH2:44]1.[CH:60]([Cl:61])([Cl:62])[Cl:63].[OH:1][C:2](=[O:3])[CH2:4][c:5]1[cH:6][cH:7][cH:8][cH:9][c:10]1[NH:11][c:12]1[c:13]([Cl:14])[cH:15][cH:16][cH:17][c:18]1[Cl:19].[OH:20][c:21]1[c:22]2[n:23][n:24][nH:25][c:26]2[cH:27][cH:28][cH:29]1.[OH:45][c:46]1[cH:47][cH:48][c:49]([C:50](=[O:51])[NH2:52])[cH:53][cH:54]1>>[O:1]([C:2](=[O:3])[CH2:4][c:5]1[cH:6][cH:7][cH:8][cH:9][c:10]1[NH:11][c:12]1[c:13]([Cl:14])[cH:15][cH:16][cH:17][c:18]1[Cl:19])[c:46]1[cH:47][cH:48][c:49]([C:50](=[O:51])[NH2:52])[cH:53][cH:54]1.